This data is from the Open Reaction Database (ORD), a public repository of structured organic reaction records. The task is: describe an organic reaction: reactants, conditions, products, and yield Reactants: C1(CCCCC1)NCC=1C=NC=CC1 (3-(cyclohexylaminomethyl)pyridine), ClCS(=O)(=O)Cl (chloromethanesulfonyl chloride), C([O-])([O-])=O.[K+].[K+] (potassium carbonate), ClCS(=O)(=O)Cl (chloromethanesulfonyl chloride). Run in ClCCl (dichloromethane). Conditions: time 2 day. Product: C1(CCCCC1)N(S(=O)(=O)CCl)CC=1C=NC=CC1 (N-cyclohexyl-N-(pyridin-3-ylmethyl)-chloromethanesulfonamide). As a reaction SMILES: [CH:1]1([NH:7][CH2:8][C:9]2[CH:10]=[N:11][CH:12]=[CH:13][CH:14]=2)[CH2:6][CH2:5][CH2:4][CH2:3][CH2:2]1.C(=O)([O-])[O-].[K+].[K+].[Cl:21][CH2:22][S:23](Cl)(=[O:25])=[O:24]>ClCCl>[CH:1]1([N:7]([CH2:8][C:9]2[CH:10]=[N:11][CH:12]=[CH:13][CH:14]=2)[S:23]([CH2:22][Cl:21])(=[O:25])=[O:24])[CH2:2][CH2:3][CH2:4][CH2:5][CH2:6]1 |f:1.2.3|. Procedure: A 2.85 g. portion of 3-(cyclohexylaminomethyl)pyridine was dissolved in 20 ml. of dichloromethane, and 2.7 g. of potassium carbonate was added, followed by 3.5 g. of chloromethanesulfonyl chloride. The mixture was stirred at ambient temperature for 2 days, another 2 g. of chloromethanesulfonyl chloride was added, and the mixture was stirred for 3 days more. It was then diluted with 20 ml. of water, and the organic phase was separated, dried over magnesium sulfate and evaporated to an oil. The oi...